Task: describe an organic reaction: reactants, conditions, products, and yield. Dataset: the Open Reaction Database (ORD), a public repository of structured organic reaction records The reactants are B, CC(C)(C)OC(=O)NC(Cc1ccc(-c2ccc(F)c(Cl)c2)cc1)C(=O)O, C1CCOC1. The product is CC(C)(C)OC(=O)NC(CO)Cc1ccc(-c2ccc(F)c(Cl)c2)cc1. Reaction SMILES: [BH3:28].[C:1]([CH3:2])([CH3:3])([CH3:4])[O:5][C:6](=[O:7])[NH:8][CH:9]([C:10](=[O:11])[OH:12])[CH2:13][c:14]1[cH:15][cH:16][c:17](-[c:20]2[cH:21][c:22]([Cl:27])[c:23]([F:26])[cH:24][cH:25]2)[cH:18][cH:19]1.[CH2:29]1[O:30][CH2:31][CH2:32][CH2:33]1>>[C:1]([CH3:2])([CH3:3])([CH3:4])[O:5][C:6](=[O:7])[NH:8][CH:9]([CH2:10][OH:11])[CH2:13][c:14]1[cH:15][cH:16][c:17](-[c:20]2[cH:21][c:22]([Cl:27])[c:23]([F:26])[cH:24][cH:25]2)[cH:18][cH:19]1. Reactants: BrC(C(=O)O)=C (2-bromoacrylic acid), BrC(C(=O)O)=C (2-bromoacrylic acid), C(C1=CC=CC=C1)Br (benzyl bromide), C(=O)([O-])[O-].[K+].[K+] (K2CO3). Solvent: C(C)#N (acetonitrile). Product: BrC(C(=O)OCC1=CC=CC=C1)=C (benzyl 2-bromoacrylate). The yield is 54.8%. Reaction SMILES: [Br:1][C:2](=[CH2:6])[C:3]([OH:5])=[O:4].[CH2:7](Br)[C:8]1[CH:13]=[CH:12][CH:11]=[CH:10][CH:9]=1.C([O-])([O-])=O.[K+].[K+]>C(#N)C>[Br:1][C:2](=[CH2:6])[C:3]([O:5][CH2:7][C:8]1[CH:13]=[CH:12][CH:11]=[CH:10][CH:9]=1)=[O:4] |f:2.3.4|. Procedure details: A suspension of 2-bromoacrylic acid (25.0 g, 166.66 mmol), benzyl bromide (21.8.0 mL, 183.32 mmol) and K2CO3 (46 g, 333.32 mmol) in acetonitrile (250 mL) was stirred at 80° C. for 3 h until complete consumption of 2-bromoacrylic acid, as evidenced by TLC analysis. The reaction mixture was filtered and concentrated. The obtained crude compound was purified by CC using 5% EtOAc in PE as eluent to afford benzyl 2-bromoacrylate (22 g, 53%) as a yellow liquid (TLC solvent system: 5% EtOAc in PE; Rf: ... Starting materials: Cl.NO (hydroxylamine hydrochloride), N1=CC=CC=C1 (pyridine), C[Si](C)(C)Cl (trimethylsilyl chloride), C(C)OC(CCN(S(=O)(=O)C1=CC=C(C=C1)OC1=CC=C(C=C1)F)C1(CCOCC1)C(=O)Cl)=O (3-{(4-Chlorocarbonyl-tetrahydro-pyran-4-yl)-[4-(4-fluoro-phenoxy)-benzenesulfonyl]-amino}-propionic acid ethyl ester), Cl (hydrochloric acid). The solvent is ClCCl (dichloromethane). Reaction conditions: time 1 hour. The product is C(C)OC(CCN(C1(CCOCC1)C(NO)=O)S(=O)(=O)C1=CC=C(C=C1)OC1=CC=C(C=C1)F)=O (3-[[4-(4-Fluoro-phenoxy)-benzenesulfonyl]-(4-hydroxycarbamoyl-tetrahydro-pyran-4-yl)-amino]-propionic acid ethyl ester). Reaction SMILES: Cl.[NH2:2][OH:3].N1C=CC=CC=1.C[Si](Cl)(C)C.[CH2:15]([O:17][C:18](=[O:48])[CH2:19][CH2:20][N:21]([C:39]1([C:45](Cl)=[O:46])[CH2:44][CH2:43][O:42][CH2:41][CH2:40]1)[S:22]([C:25]1[CH:30]=[CH:29][C:28]([O:31][C:32]2[CH:37]=[CH:36][C:35]([F:38])=[CH:34][CH:33]=2)=[CH:27][CH:26]=1)(=[O:24])=[O:23])[CH3:16].Cl>ClCCl>[CH2:15]([O:17][C:18](=[O:48])[CH2:19][CH2:20][N:21]([S:22]([C:25]1[CH:30]=[CH:29][C:28]([O:31][C:32]2[CH:37]=[CH:36][C:35]([F:38])=[CH:34][CH:33]=2)=[CH:27][CH:26]=1)(=[O:24])=[O:23])[C:39]1([C:45](=[O:46])[NH:2][OH:3])[CH2:44][CH2:43][O:42][CH2:41][CH2:40]1)[CH3:16] |f:0.1|. Procedure: A solution of (19.7 mmol, 1.3 equivalents) of hydroxylamine hydrochloride in 9.2 mL (114 mmol, 7.5 equivalents) of dry pyridine at 0 ° C. is treated with 5.8 mL (45 mmol, 3.0 equivalents) of trimethylsilyl chloride, causing white solids to precipitate. The mixture is allowed to warm to ambient temperature overnight This mixture is then cooled to 0° C. aind treated with a solution of (15.1 mmol) of the product from Step F in 73 mL of dichloromethane causing an exotherm to about 8° C. This mixture... Starting materials: CN(C)C=O, CC(=O)[O-], CC(COc1ccc(Oc2ccccc2)cc1)OS(C)(=O)=O, [Na+]. Yields the product CC(=O)OC(C)COc1ccc(Oc2ccccc2)cc1. RXN SMILES: [CH3:28][N:29]([CH3:30])[CH:31]=[O:32].[CH3:2][C:3]([O-:4])=[O:5].[CH3:6][S:7]([O:8][CH:11]([CH2:12][O:13][c:14]1[cH:15][cH:16][c:17]([O:20][c:21]2[cH:22][cH:23][cH:24][cH:25][cH:26]2)[cH:18][cH:19]1)[CH3:27])(=[O:9])=[O:10].[Na+:1]>>[CH3:2][C:3]([O:4][CH:11]([CH2:12][O:13][c:14]1[cH:15][cH:16][c:17]([O:20][c:21]2[cH:22][cH:23][cH:24][cH:25][cH:26]2)[cH:18][cH:19]1)[CH3:27])=[O:5]. Reactants: O[Li].O (LiOH.H2O), O1CCN(CC1)C1=NC(=NC(=N1)N1CCOCC1)C1=CC=C(C=C1)NC(NC1=CC=C(C(=O)OC)C=C1)=O (methyl 4-(3-(4-(4,6-dimorpholino-1,3,5-triazin-2-yl)phenyl)ureido)benzoate), C1CCOC1 (THF), CO (MeOH). Solvent: O (H2O). The product is O1CCN(CC1)C1=NC(=NC(=N1)N1CCOCC1)C1=CC=C(C=C1)NC(NC1=CC=C(C(=O)O)C=C1)=O (4-[3-{4-(4,6-dimorpholino-1,3,5-triazin-2yl)phenyl}ureido]benzoic acid). Isolated yield 95.6%. Reaction SMILES: [O:1]1[CH2:6][CH2:5][N:4]([C:7]2[N:12]=[C:11]([N:13]3[CH2:18][CH2:17][O:16][CH2:15][CH2:14]3)[N:10]=[C:9]([C:19]3[CH:24]=[CH:23][C:22]([NH:25][C:26](=[O:38])[NH:27][C:28]4[CH:37]=[CH:36][C:31]([C:32]([O:34]C)=[O:33])=[CH:30][CH:29]=4)=[CH:21][CH:20]=3)[N:8]=2)[CH2:3][CH2:2]1.C1COCC1.CO.O[Li].O>O>[O:1]1[CH2:2][CH2:3][N:4]([C:7]2[N:12]=[C:11]([N:13]3[CH2:14][CH2:15][O:16][CH2:17][CH2:18]3)[N:10]=[C:9]([C:19]3[CH:24]=[CH:23][C:22]([NH:25][C:26](=[O:38])[NH:27][C:28]4[CH:37]=[CH:36][C:31]([C:32]([OH:34])=[O:33])=[CH:30][CH:29]=4)=[CH:21][CH:20]=3)[N:8]=2)[CH2:5][CH2:6]1 |f:3.4|. Procedure: To a stirred mixture of methyl 4-(3-(4-(4,6-dimorpholino-1,3,5-triazin-2-yl)phenyl)ureido)benzoate (1.4 g, 2.69 mmol), THF (10 mL), MeOH (5 mL) and H2O (2.5 mL) was added LiOH.H2O (339 mg, 8.07 mmol) then heated under reflux for 8 hrs. Concentrated and added H2O (5 mL) then acidified with 2N HCl. The solid was filtered washed with H2O and dried to give the product as a tan solid (1.3 g, 96% yield); MS (ESI) m/z=506.3 Reactants: CC(=O)O[BH-](OC(C)=O)OC(C)=O, CS(=O)(=O)N1CC2CC1CN2, Cn1c(C=O)nc2c(N3CCOCC3)nc(Cl)nc21, [Na+]. The product is Cn1c(CN2CC3CC2CN3S(C)(=O)=O)nc2c(N3CCOCC3)nc(Cl)nc21. RXN SMILES: [C:31]([O:32][BH-:33]([O:34][C:35](=[O:36])[CH3:37])[O:38][C:39](=[O:40])[CH3:41])(=[O:42])[CH3:43].[CH3:20][S:21](=[O:22])(=[O:23])[N:24]1[CH:25]2[CH2:26][NH:27][CH:28]([CH2:29]1)[CH2:30]2.[Cl:1][c:2]1[n:3][c:4]([N:14]2[CH2:15][CH2:16][O:17][CH2:18][CH2:19]2)[c:5]2[n:6][c:7]([CH:12]=[O:13])[n:8]([CH3:11])[c:9]2[n:10]1.[Na+:44]>>[Cl:1][c:2]1[n:3][c:4]([N:14]2[CH2:15][CH2:16][O:17][CH2:18][CH2:19]2)[c:5]2[n:6][c:7]([CH2:12][N:27]3[CH2:26][CH:25]4[N:24]([S:21]([CH3:20])(=[O:22])=[O:23])[CH2:29][CH:28]3[CH2:30]4)[n:8]([CH3:11])[c:9]2[n:10]1. Reactants: [Mg] (Magnesium), powder, II (iodine), C1(CC1)[Mg]Br (cyclopropylmagnesium bromide), C1(CC1)Br (Cyclopropyl bromide), ClC=1N=C2N(N=C(C=C2)Cl)C1S(=O)(=O)N=CN(CC(C)C)CC(C)C (N′-(2,6-dichloroimidazo[1,2-b]pyridazin-3-ylsulfonyl)-N,N-diisobutylformamidine), C1(CC1)[Mg]Br (cyclopropylmagnesium bromide), Cl (hydrochloric acid). The reagents and catalysts are [Cl-].[Zn+2].[Cl-] (zinc chloride), Cl[Ni]1([P](CCC[P](C2=CC=CC=C2)1C3=CC=CC=C3)(C4=CC=CC=C4)C5=CC=CC=C5)Cl ([1,3-bis(diphenylphosphino)propane]nickel(II) dichloride). Run in O1CCCC1 (tetrahydrofuran), O1CCCC1 (tetrahydrofuran), O1CCCC1 (tetrahydrofuran), O1CCCC1 (tetrahydrofuran), O1CCCC1 (tetrahydrofuran). Conditions: time 16 hour. Product: ClC=1N=C2N(N=C(C=C2)C2CC2)C1S(=O)(=O)N=CN(CC(C)C)CC(C)C (N′-(2-chloro-6-cyclopropylimidazo[1,2-b]pyridazin-3-ylsulfonyl)-N,N-diisobutylformamidine). As a reaction SMILES: [Mg].II.[CH:4]1(Br)[CH2:6][CH2:5]1.C1([Mg]Br)CC1.[Cl:13][C:14]1[N:15]=[C:16]2[CH:21]=[CH:20][C:19](Cl)=[N:18][N:17]2[C:23]=1[S:24]([N:27]=[CH:28][N:29]([CH2:34][CH:35]([CH3:37])[CH3:36])[CH2:30][CH:31]([CH3:33])[CH3:32])(=[O:26])=[O:25].Cl>O1CCCC1.[Cl-].[Zn+2].[Cl-].Cl[Ni]1(Cl)[P](C2C=CC=CC=2)(C2C=CC=CC=2)CCC[P]1(C1C=CC=CC=1)C1C=CC=CC=1>[Cl:13][C:14]1[N:15]=[C:16]2[CH:21]=[CH:20][C:19]([CH:4]3[CH2:5][CH2:6]3)=[N:18][N:17]2[C:23]=1[S:24]([N:27]=[CH:28][N:29]([CH2:34][CH:35]([CH3:37])[CH3:36])[CH2:30][CH:31]([CH3:32])[CH3:33])(=[O:25])=[O:26] |f:7.8.9,^1:49,65|. Procedure: Magnesium metal powder (0.27 g, 11.1 mmol) was mixed with iodine (5 mg), heated with a dryer under a nitrogen atmosphere and cooled to room temperature, and anhydrous tetrahydrofuran (15.0 mL) was added thereto. Cyclopropyl bromide (1.33 g, 1.10 mmol), while keeping at 28 to 33° C., was added dropwise to the mixture under stirring at room temperature, and then the mixture was stirred at room temperature for 30 minutes to prepare a pale yellowish gray solution of cyclopropylmagnesium bromide in t... The yield is 76.4%. Reported procedure: Following the same procedure for Example 49 but using 1-[2-(3,5-dimethyl-piperidin-1-yl)-2-oxo-ethyl]-6-hydroxy-3-methylsulfanylmethyl-5-oxo-1,5-dihydro-imidazo[1,2-a]pyrimidine-7-carboxylic acid methyl ester from step 2 and 3,4-dichlorobenzylamine, the title product was obtained in 76.4% yield as a yellowish amorphous solid. Reaction SMILES: C[O:2][C:3]([C:5]1[N:6]=[C:7]2[N:15]([CH2:16][C:17]([N:19]3[CH2:24][CH:23]([CH3:25])[CH2:22][CH:21]([CH3:26])[CH2:20]3)=[O:18])[CH:14]=[C:13]([CH2:27][S:28][CH3:29])[N:8]2[C:9](=[O:12])[C:10]=1[OH:11])=O.[Cl:30][C:31]1[CH:32]=[C:33]([CH:36]=[CH:37][C:38]=1[Cl:39])[CH2:34][NH2:35]>>[Cl:30][C:31]1[CH:32]=[C:33]([CH:36]=[CH:37][C:38]=1[Cl:39])[CH2:34][NH:35][C:3]([C:5]1[N:6]=[C:7]2[N:15]([CH2:16][C:17]([N:19]3[CH2:20][CH:21]([CH3:26])[CH2:22][CH:23]([CH3:25])[CH2:24]3)=[O:18])[CH:14]=[C:13]([CH2:27][S:28][CH3:29])[N:8]2[C:9](=[O:12])[C:10]=1[OH:11])=[O:2]. Yields the product ClC=1C=C(CNC(=O)C=2N=C3N(C(C2O)=O)C(=CN3CC(=O)N3CC(CC(C3)C)C)CSC)C=CC1Cl (1-[2-(3,5-Dimethyl-piperidin-1-yl)-2-oxo-ethyl]-6-hydroxy-3-methylsulfanylmethyl-5-oxo-1,5-dihydro-imidazo[1,2-a]pyrimidine-7-carboxylic acid 3,4-dichloro-benzylamide). Reactants: COC(=O)C=1N=C2N(C(C1O)=O)C(=CN2CC(=O)N2CC(CC(C2)C)C)CSC (1-[2-(3,5-dimethyl-piperidin-1-yl)-2-oxo-ethyl]-6-hydroxy-3-methylsulfanylmethyl-5-oxo-1,5-dihydro-imidazo[1,2-a]pyrimidine-7-carboxylic acid methyl ester), ClC=1C=C(CN)C=CC1Cl (3,4-dichlorobenzylamine). Starting materials: CCCCCC=CCC=CCCCCCCCCC(=O)CCCCCCCCC=CCC=CCCCCC, OCCC(O)CO, Cc1ccccc1, Cc1ccc(S(=O)(=O)[O-])cc1, c1cc[nH+]cc1. Yields the product CCCCCC=CCC=CCCCCCCCCC1(CCCCCCCCC=CCC=CCCCCC)OCC(CCO)O1. As a reaction SMILES: [CH2:1]([CH2:2][CH2:3][CH2:4][CH2:5][CH2:6][CH2:7][CH2:8][CH:9]=[CH:10][CH2:11][CH:12]=[CH:13][CH2:14][CH2:15][CH2:16][CH2:17][CH3:18])[C:19](=[O:20])[CH2:21][CH2:22][CH2:23][CH2:24][CH2:25][CH2:26][CH2:27][CH2:28][CH:29]=[CH:30][CH2:31][CH:32]=[CH:33][CH2:34][CH2:35][CH2:36][CH2:37][CH3:38].[CH2:39]([CH2:40][CH:41]([CH2:42][OH:43])[OH:44])[OH:45].[CH3:63][c:64]1[cH:65][cH:66][cH:67][cH:68][cH:69]1.[c:46]1([CH3:47])[cH:48][cH:49][c:50]([S:51]([O-:52])(=[O:53])=[O:54])[cH:55][cH:56]1.[nH+:57]1[cH:58][cH:59][cH:60][cH:61][cH:62]1>>[CH2:1]([CH2:2][CH2:3][CH2:4][CH2:5][CH2:6][CH2:7][CH2:8][CH:9]=[CH:10][CH2:11][CH:12]=[CH:13][CH2:14][CH2:15][CH2:16][CH2:17][CH3:18])[C:19]1([CH2:21][CH2:22][CH2:23][CH2:24][CH2:25][CH2:26][CH2:27][CH2:28][CH:29]=[CH:30][CH2:31][CH:32]=[CH:33][CH2:34][CH2:35][CH2:36][CH2:37][CH3:38])[O:20][CH2:42][CH:41]([CH2:40][CH2:39][OH:45])[O:44]1.